From a dataset of the Open Reaction Database (ORD), a public repository of structured organic reaction records. describe an organic reaction: reactants, conditions, products, and yield Starting materials: C1(CCCCC1)N(C(=O)NC=1SC(=CN1)C=O)[C@@H]1CC[C@H](CC1)C (trans-1-cyclohexyl-3-(5-formyl-thiazol-2-yl)-1-(4-methyl-cyclohexyl)-urea), Cl.CN(S(=O)(=O)N1CCNCC1)C (piperazine-1-sulfonic acid dimethylamide hydrochloride). The product is CN(S(=O)(=O)N1CCN(CC1)CC1=CN=C(S1)NC(=O)N([C@@H]1CC[C@H](CC1)C)C1CCCCC1)C (Trans-4-{2-[3-cyclohexyl-3-(4-methyl-cyclohexyl)-ureido]-thiazol-5-ylmethyl}-piperazine-1-sulfonic acid dimethylamide). RXN SMILES: [CH:1]1([N:7]([C@H:18]2[CH2:23][CH2:22][C@H:21]([CH3:24])[CH2:20][CH2:19]2)[C:8]([NH:10][C:11]2[S:12][C:13]([CH:16]=O)=[CH:14][N:15]=2)=[O:9])[CH2:6][CH2:5][CH2:4][CH2:3][CH2:2]1.Cl.[CH3:26][N:27]([CH3:37])[S:28]([N:31]1[CH2:36][CH2:35][NH:34][CH2:33][CH2:32]1)(=[O:30])=[O:29]>>[CH3:26][N:27]([CH3:37])[S:28]([N:31]1[CH2:36][CH2:35][N:34]([CH2:16][C:13]2[S:12][C:11]([NH:10][C:8]([N:7]([CH:1]3[CH2:6][CH2:5][CH2:4][CH2:3][CH2:2]3)[C@H:18]3[CH2:19][CH2:20][C@H:21]([CH3:24])[CH2:22][CH2:23]3)=[O:9])=[N:15][CH:14]=2)[CH2:33][CH2:32]1)(=[O:29])=[O:30] |f:1.2|. Procedure details: Prepared in 62% (326 mg) yield as described in general procedure (B) from trans-1-cyclohexyl-3-(5-formyl-thiazol-2-yl)-1-(4-methyl-cyclohexyl)-urea (349 mg, 1.0 mmol) and piperazine-1-sulfonic acid dimethylamide hydrochloride (230 mg, 1 mmol).